This data is from the Open Reaction Database (ORD), a public repository of structured organic reaction records. The task is: describe an organic reaction: reactants, conditions, products, and yield Reactants: C[Mg]Br (methylmagnesium bromide), C(=O)C=1SC2=C(N1)C=CC=C2 (2-formylbenzothiazole), [Cl-].[NH4+] (ammonium chloride). Conditions: time 3.5 hour. Product: OC(C)C=1SC2=C(N1)C=CC=C2 (2-(1-Hydroxyethyl)benzothiazole). Isolated yield 66.0%. RXN SMILES: [CH3:1][Mg]Br.[CH:4]([C:6]1[S:7][C:8]2[CH:14]=[CH:13][CH:12]=[CH:11][C:9]=2[N:10]=1)=[O:5].[Cl-].[NH4+]>>[OH:5][CH:4]([C:6]1[S:7][C:8]2[CH:14]=[CH:13][CH:12]=[CH:11][C:9]=2[N:10]=1)[CH3:1] |f:2.3|. Procedure details: 5.0 ml of methylmagnesium bromide were added dropwise to a solution of 0.61 g of 2-formylbenzothiazole [prepared as described in step (a) above] which was cooled in an acetone-dry ice bath. The reaction vessel was transferred to an ice-water bath and the reaction mixture was stirred for 3.5 hours. At the end of this time, a saturated aqueous ammonium chloride solution was added to the reaction mixture and the resulting mixture was extracted with ethyl acetate. The resulting extract was washed wi...